Dataset: the Open Reaction Database (ORD), a public repository of structured organic reaction records. Task: describe an organic reaction: reactants, conditions, products, and yield Reaction conditions: time 1 hour. Starting materials: BrC=1C=C(C=2N(C1)N=CC2)O (6-bromopyrazolo[1,5-a]pyridin-4-ol), Br.BrCC=1C=NC=CC1 (3-(bromomethyl)pyridine hydrobromide), [H-].[Na+] (NaH). The solvent is CN(C)C=O (DMF). Yields the product CN1N=CC(=C1)C=1C=C(C=2N(C1)N=CC2)OCC=2C=NC=CC2 (6-(1-methyl-1H-pyrazol-4-yl)-4-(pyridin-3-ylmethoxy)pyrazolo[1,5-a]pyridine). Reported procedure: 6-bromopyrazolo[1,5-a]pyridin-4-ol (10.0 mg, 0.047 mmol), 3-(bromomethyl)pyridine hydrobromide (14.2 mg, 0.056 mmol), and NaH (6.7 mg, 0.168 mmol, 60 wt %) were suspended in DMF (1 ml) and stirred for 1 h. The reaction mixture was quenched by the addition of saturated aqueous ammonium chloride. The reaction mixture was diluted in ethyl acetate, then washed with water (5 mL) and brine (5 mL). The combined aqueous layers were extracted with ethyl acetate (2×10 mL), and the combined organic layers ... RXN SMILES: Br[C:2]1[CH:3]=[C:4]([OH:11])[C:5]2[N:6]([N:8]=[CH:9][CH:10]=2)[CH:7]=1.Br.Br[CH2:14][C:15]1[CH:16]=[N:17][CH:18]=[CH:19][CH:20]=1.[H-].[Na+]>CN(C=O)C>[CH3:7][N:6]1[CH:5]=[C:10]([C:2]2[CH:3]=[C:4]([O:11][CH2:14][C:15]3[CH:16]=[N:17][CH:18]=[CH:19][CH:20]=3)[C:5]3[N:6]([N:8]=[CH:9][CH:10]=3)[CH:7]=2)[CH:9]=[N:8]1 |f:1.2,3.4|. Reactants: C1(=CC=C(C=C1)C(=O)N1CCC(CC1)C1=NC2=C(N1)C=CC(=C2)C(=O)OC)C2=CC=CC=C2 (methyl 2-[1-(biphenyl-4-ylcarbonyl)piperidin-4-yl]-1H-benzimidazole-5-carboxylate), CN (methylamine). Solvent: CCO (EtOH). Yields the product C1(=CC=C(C=C1)C(=O)N1CCC(CC1)C1=NC2=C(N1)C=CC(=C2)C(=O)NC)C2=CC=CC=C2 (2-[1-(biphenyl-4-ylcarbonyl)piperidin-4-yl]-N-methyl-1H-benzimidazole-5-carboxamide). As a reaction SMILES: [C:1]1([C:28]2[CH:33]=[CH:32][CH:31]=[CH:30][CH:29]=2)[CH:6]=[CH:5][C:4]([C:7]([N:9]2[CH2:14][CH2:13][CH:12]([C:15]3[NH:19][C:18]4[CH:20]=[CH:21][C:22]([C:24]([O:26]C)=O)=[CH:23][C:17]=4[N:16]=3)[CH2:11][CH2:10]2)=[O:8])=[CH:3][CH:2]=1.[CH3:34][NH2:35]>CCO>[C:1]1([C:28]2[CH:29]=[CH:30][CH:31]=[CH:32][CH:33]=2)[CH:6]=[CH:5][C:4]([C:7]([N:9]2[CH2:14][CH2:13][CH:12]([C:15]3[NH:19][C:18]4[CH:20]=[CH:21][C:22]([C:24]([NH:35][CH3:34])=[O:26])=[CH:23][C:17]=4[N:16]=3)[CH2:11][CH2:10]2)=[O:8])=[CH:3][CH:2]=1. Procedure: A solution of methyl 2-[1-(biphenyl-4-ylcarbonyl)piperidin-4-yl]-1H-benzimidazole-5-carboxylate (30 mg, 0.068 mmol) in 2M methylamine in EtOH (1 mL) is heated in at 50° C. for 18 h. The reaction is concentrated under reduced pressure and purified by preparative HPLC to give 13 mg of 2-[1-(biphenyl-4-ylcarbonyl)piperidin-4-yl]-N-methyl-1H-benzimidazole-5-carboxamide. Reactants: C(C)N1N=C(N=N1)C1=CC=C(C(=O)Cl)C=C1 (4-(2-ethyl-2-H-tetrazol-5-yl)benzoyl chloride), COC1=C(C=C(C=C1)[C@H]1[C@H](CCCC1)N)OC ((−)-cis-1,2-dimethoxy-4-(2-aminocyclohexyl)benzene), COC1=C(C=C(C=C1)[C@H]1[C@H](CCCC1)N)OC ((−)-cis-1,2-dimethoxy-4-(2-aminocyclohexyl)benzene). The solvent is C(Cl)Cl (methylene chloride), C(C)N(CC)CC (triethylamine), C(Cl)Cl (methylene chloride). Reaction conditions: time 2 hour. The product is COC=1C=C(C=CC1OC)[C@@H]1[C@@H](CCCC1)NC(C1=CC=C(C=C1)C=1N=NN(N1)CC)=O ((−)-cis-N-[2-(3,4-Dimethoxyphenyl)cyclohexyl]-4-(2-ethyl-2H-tetrazol-5-yl)benzamide). The yield is 94.2%. Reaction SMILES: [CH3:1][O:2][C:3]1[CH:8]=[CH:7][C:6]([C@@H:9]2[CH2:14][CH2:13][CH2:12][CH2:11][C@@H:10]2[NH2:15])=[CH:5][C:4]=1[O:16][CH3:17].[CH2:18]([N:20]1[N:24]=[N:23][C:22]([C:25]2[CH:33]=[CH:32][C:28]([C:29](Cl)=[O:30])=[CH:27][CH:26]=2)=[N:21]1)[CH3:19]>C(Cl)Cl.C(N(CC)CC)C>[CH3:17][O:16][C:4]1[CH:5]=[C:6]([C@H:9]2[CH2:14][CH2:13][CH2:12][CH2:11][C@H:10]2[NH:15][C:29](=[O:30])[C:28]2[CH:32]=[CH:33][C:25]([C:22]3[N:23]=[N:24][N:20]([CH2:18][CH3:19])[N:21]=3)=[CH:26][CH:27]=2)[CH:7]=[CH:8][C:3]=1[O:2][CH3:1]. Procedure details: 3.0 g of (−)-cis-1,2-dimethoxy-4-(2-aminocyclohexyl)benzene (compound C2) are dissolved in 100 ml of methylene chloride and 3.0 ml of triethylamine. A solution of 3.0 g of 4-(2-ethyl-2-H-tetrazol-5-yl)benzoyl chloride in 50 ml of methylene chloride is added dropwise at RT and the mixture is extracted, after stirring for 2 h, with 100 ml each of water, 2N hydrochloric acid, satd. sodium hydrogencarbonate solution and water again. The organic phase is dried using sodium sulphate and concentrated. ...